Dataset: the Open Reaction Database (ORD), a public repository of structured organic reaction records. Task: describe an organic reaction: reactants, conditions, products, and yield The reactants are C(#N)C(C1=CC=CC=C1)(C1=CC=CC=C1)C1CNCCC1 (3-(R,S)-(1-cyano-1,1-diphenylmethyl)piperidine), OC1=CC=C(CCBr)C=C1 (4-hydroxyphenethyl bromide), C([O-])(O)=O.[Na+] (sodium bicarbonate). Solvent: C(C)#N (acetonitrile). The product is C(#N)C(C1=CC=CC=C1)(C1=CC=CC=C1)C1CN(CCC1)CCC1=CC=C(C=C1)O (3-(R, S)-(1-cyano-1,1-diphenylmethyl)-1-(4-hydroxyphenethyl)-piperidine). As a reaction SMILES: [C:1]([C:3]([CH:16]1[CH2:21][CH2:20][CH2:19][NH:18][CH2:17]1)([C:10]1[CH:15]=[CH:14][CH:13]=[CH:12][CH:11]=1)[C:4]1[CH:9]=[CH:8][CH:7]=[CH:6][CH:5]=1)#[N:2].[OH:22][C:23]1[CH:31]=[CH:30][C:26]([CH2:27][CH2:28]Br)=[CH:25][CH:24]=1.C(=O)(O)[O-].[Na+]>C(#N)C>[C:1]([C:3]([CH:16]1[CH2:21][CH2:20][CH2:19][N:18]([CH2:28][CH2:27][C:26]2[CH:30]=[CH:31][C:23]([OH:22])=[CH:24][CH:25]=2)[CH2:17]1)([C:10]1[CH:11]=[CH:12][CH:13]=[CH:14][CH:15]=1)[C:4]1[CH:9]=[CH:8][CH:7]=[CH:6][CH:5]=1)#[N:2] |f:2.3|. Reported procedure: A mixture containing 3-(R,S)-(1-cyano-1,1-diphenylmethyl)piperidine (0.4 g), 4-hydroxyphenethyl bromide (0.32 g), sodium bicarbonate (0.5 g) and acetonitrile (15 ml) was heated under reflux for 4 hours. The mixture was concentrated in vacuo and the residue partitioned between dichloromethane (50 ml) and 10% aqueous potassium carbonate (50 ml). The layers were separated and the aqueous layer extracted with dichloromethane (3×20 ml). The combined dichloromethane extracts were dried (MgSO4) and con...